Dataset: the Open Reaction Database (ORD), a public repository of structured organic reaction records. Task: describe an organic reaction: reactants, conditions, products, and yield Starting materials: Cc1ccc(S(=O)(=O)OCCCNC2=C(c3ccccc3)S(=O)(=O)N(C(C)(C)C)C2=O)cc1, CN(C)C(=O)Cc1ccc(O)cc1. Yields the product CN(C)C(=O)Cc1ccc(OCCCNC2=C(c3ccccc3)S(=O)(=O)N(C(C)(C)C)C2=O)cc1. As a reaction SMILES: [CH3:14][c:15]1[cH:16][cH:17][c:18]([S:19]([O:20][CH2:25][CH2:26][CH2:27][NH:28][C:29]2=[C:33]([c:34]3[cH:35][cH:36][cH:37][cH:38][cH:39]3)[S:32](=[O:40])(=[O:41])[N:31]([C:42]([CH3:43])([CH3:44])[CH3:45])[C:30]2=[O:46])(=[O:21])=[O:22])[cH:23][cH:24]1.[OH:1][c:2]1[cH:3][cH:4][c:5]([CH2:8][C:9](=[O:10])[N:11]([CH3:12])[CH3:13])[cH:6][cH:7]1>>[O:1]([c:2]1[cH:3][cH:4][c:5]([CH2:8][C:9](=[O:10])[N:11]([CH3:12])[CH3:13])[cH:6][cH:7]1)[CH2:25][CH2:26][CH2:27][NH:28][C:29]1=[C:33]([c:34]2[cH:35][cH:36][cH:37][cH:38][cH:39]2)[S:32](=[O:40])(=[O:41])[N:31]([C:42]([CH3:43])([CH3:44])[CH3:45])[C:30]1=[O:46]. The reactants are C1(=CCCC=C1)C1OC2=C(C3=C1C=C(S3)C=O)C=CC=C2 (4H-4-phenyl-thieno[3,2-c][1]benzopyran-2-carboxaldehyde), C(CC(=O)O)(=O)O (malonic acid), N1=CC=CC=C1 (pyridine), N1CCCCC1 (piperidine). The solvent is O (water). Product: C1(=CCCC=C1)C1OC2=C(C3=C1C=C(S3)C=CC(=O)O)C=CC=C2 (3-(4H-4-phenyl-thieno[3,2-c][1]benzopyran-2yl)propenoic acid). As a reaction SMILES: [C:1]1([CH:7]2[C:12]3[CH:13]=[C:14]([CH:16]=O)[S:15][C:11]=3[C:10]3[CH:18]=[CH:19][CH:20]=[CH:21][C:9]=3[O:8]2)[CH:6]=[CH:5][CH2:4][CH2:3][CH:2]=1.C(O)(=O)[CH2:23][C:24]([OH:26])=[O:25].N1C=CC=CC=1.N1CCCCC1>O>[C:1]1([CH:7]2[C:12]3[CH:13]=[C:14]([CH:16]=[CH:23][C:24]([OH:26])=[O:25])[S:15][C:11]=3[C:10]3[CH:18]=[CH:19][CH:20]=[CH:21][C:9]=3[O:8]2)[CH:6]=[CH:5][CH2:4][CH2:3][CH:2]=1. Procedure details: A stirred solution of 17.6 g 4H-4-phenyl-thieno[3,2-c][1]benzopyran-2-carboxaldehyde, 12.5 g malonic acid and 24 ml pyridine is slightly heated until a clear solution is obtained. Subsequently, 1 ml piperidine is added and the solution slowly heated to reflux. After 3 h reflux, the solution is cooled and poured into water. After acidification with hydrochloric acid, the crude product is filtered off, dried, recrystallized from ethyl acetate and dried in vacuo. Pure 3-(4H-4-phenyl-thieno[3,2-c][1...